This data is from the Open Reaction Database (ORD), a public repository of structured organic reaction records. The task is: describe an organic reaction: reactants, conditions, products, and yield Reactants: C(C=C)Br (allyl bromide), C(C=C)N1CCCCC1 (N-allylpiperidine), C(C=C)Br (allyl bromide). Solvent: C(C)OCC (diethyl ether). Run at temperature 5 celsius, time 24 hour. Yields the product 44, [Br-].C(C=C)[N+]1(CCCCC1)CC=C (N,N-diallylpiperidinium bromide). RXN SMILES: [CH2:1]([N:4]1[CH2:9][CH2:8][CH2:7][CH2:6][CH2:5]1)[CH:2]=[CH2:3].[CH2:10]([Br:13])[CH:11]=[CH2:12]>C(OCC)C>[Br-:13].[CH2:1]([N+:4]1([CH2:12][CH:11]=[CH2:10])[CH2:9][CH2:8][CH2:7][CH2:6][CH2:5]1)[CH:2]=[CH2:3] |f:3.4|. Reported procedure: 213 9 of piperidine dissolved in 300 mL of diethyl ether and was added to a 1 L 3-necked round-bottomed flask. The mixture was cooled to 5° C. with an ice bath. While stirring, a solution of 151.2 g of allyl bromide in 60 mL of diethyl ether was added slowly to the piperidine solution. After addition was complete, the reaction mixture was allowed to stir at room temperature for 18 hours. The white precipitate formed was removed by filtration. Ether was removed from the filtrate at room temperatu... Starting materials: ClC(=O)OC(C)Cl (1-chloroethyl chloroformate), ClC=1C(=C2CCCC2=CC1)OC1CN(C1)C(C1=CC=CC=C1)C1=CC=CC=C1 (3-[(5-chloro-2,3-dihydro-1H-inden-4-yl)oxy]-1-((diphenylmethyl))-azetidine), C(C)OCC (diethyl ether). Solvent: ClCCCl (1,2-dichloroethane). Run at temperature 120 celsius. Product: Cl.ClC=1C(=C2CCCC2=CC1)OC1CNC1 (3-[(5-chloro-2,3-dihydro-1H-inden-4-yl)oxy]-azetidine hydrochloride). The yield is 111.5%. As a reaction SMILES: [Cl:1][C:2]1[C:3]([O:11][CH:12]2[CH2:15][N:14](C(C3C=CC=CC=3)C3C=CC=CC=3)[CH2:13]2)=[C:4]2[C:8](=[CH:9][CH:10]=1)[CH2:7][CH2:6][CH2:5]2.ClC(OC(Cl)C)=O.C(OCC)C>ClCCCl>[ClH:1].[Cl:1][C:2]1[C:3]([O:11][CH:12]2[CH2:13][NH:14][CH2:15]2)=[C:4]2[C:8](=[CH:9][CH:10]=1)[CH2:7][CH2:6][CH2:5]2 |f:4.5|. Reported procedure: 4.22 g of 3-[(5-chloro-2,3-dihydro-1H-inden-4-yl)oxy]-1-((diphenylmethyl))-azetidine were dissolved in 71 ml of 1,2-dichloroethane. 1.58 g of 1-chloroethyl chloroformate was added. The mixture was refluxed in an oil bath at 120° C. for 2.5 hours. After evaporation in vacuo the residue was refluxed in 71 ml of anhydrous methanol for 2 hours. Evaporation in vacuo gave a semi solid that was stirred with diethyl ether and filtered. The solid was recrystallized from ethanol/diethyl ether, yielding 1.... Starting materials: CN(C)C=O, ClCc1nc2ccccc2s1, [K+], [OH-], O, COC(=O)Nc1ccc(O)cc1C. Product: COC(=O)Nc1ccc(OCc2nc3ccccc3s2)cc1C. Reaction SMILES: [CH3:28][N:29]([CH3:30])[CH:31]=[O:32].[Cl:16][CH2:17][c:18]1[s:19][c:20]2[c:21]([n:22]1)[cH:23][cH:24][cH:25][cH:26]2.[K+:2].[OH-:1].[OH2:27].[OH:3][c:4]1[cH:5][c:6]([CH3:15])[c:7]([NH:10][C:11]([O:12][CH3:13])=[O:14])[cH:8][cH:9]1>>[O:3]([c:4]1[cH:5][c:6]([CH3:15])[c:7]([NH:10][C:11]([O:12][CH3:13])=[O:14])[cH:8][cH:9]1)[CH2:17][c:18]1[s:19][c:20]2[c:21]([n:22]1)[cH:23][cH:24][cH:25][cH:26]2. Reactants: O=C(O)c1cc(Br)c(Cl)cc1O, CNc1ccccc1OC, O=P12OP3(=O)OP(=O)(O1)OP(=O)(O2)O3, Cc1ccccc1C. The product is COc1ccccc1N(C)C(=O)c1cc(Br)c(Cl)cc1O. As a reaction SMILES: [Br:1][c:2]1[c:3]([Cl:12])[cH:4][c:5]([OH:11])[c:6]([C:7](=[O:8])[OH:9])[cH:10]1.[CH3:13][O:14][c:15]1[c:16]([NH:17][CH3:18])[cH:19][cH:20][cH:21][cH:22]1.[O:23]=[P:24]12[O:25][P:26]3(=[O:36])[O:27][P:28](=[O:34])([O:29][P:30](=[O:33])([O:31]3)[O:32]1)[O:35]2.[c:37]1([CH3:38])[c:39]([CH3:40])[cH:41][cH:42][cH:43][cH:44]1>>[Br:1][c:2]1[c:3]([Cl:12])[cH:4][c:5]([OH:11])[c:6]([C:7](=[O:9])[N:17]([c:16]2[c:15]([O:14][CH3:13])[cH:22][cH:21][cH:20][cH:19]2)[CH3:18])[cH:10]1. Procedure details: To a solution of 1.10 g of (4-amino-cyclohexyl)-carbamic acid tert-butyl ester in 25 ml of EtAc 0.58 ml of ethoxycarbonyl-isothiocyanat are added and the mixture obtained is stirred at RT. The precipitate formed is filtered and washed with diethylether. [trans-4-(3-Ethoxycarbonyl-thioureido)cyclohexyl]carbamic acid tert-butyl ester is obtained. The reactants are C(C)(C)(C)OC(NC1CCC(CC1)N)=O ((4-amino-cyclohexyl)-carbamic acid tert-butyl ester), C(C)OC(=O)N=C=S (ethoxycarbonyl-isothiocyanat). The product is C(C)(C)(C)OC(N[C@@H]1CC[C@H](CC1)NC(=S)NC(=O)OCC)=O ([trans-4-(3-Ethoxycarbonyl-thioureido)cyclohexyl]carbamic acid tert-butyl ester). Reaction SMILES: [C:1]([O:5][C:6](=[O:15])[NH:7][CH:8]1[CH2:13][CH2:12][CH:11]([NH2:14])[CH2:10][CH2:9]1)([CH3:4])([CH3:3])[CH3:2].[CH2:16]([O:18][C:19]([N:21]=[C:22]=[S:23])=[O:20])[CH3:17]>>[C:1]([O:5][C:6](=[O:15])[NH:7][C@H:8]1[CH2:9][CH2:10][C@H:11]([NH:14][C:22]([NH:21][C:19]([O:18][CH2:16][CH3:17])=[O:20])=[S:23])[CH2:12][CH2:13]1)([CH3:4])([CH3:2])[CH3:3]. Reactants: BrC=1C=C(C(=O)NC=2SC3=C(N2)C(=CC=C3N3CCOCC3)OC)C=CN1 (2-bromo-N-(4-methoxy-7-morpholin-4-yl-benzothiazol-2-yl)-isonicotinamide), C([O-])([O-])=O.[Cs+].[Cs+] (cesium carbonate), CN1CCNCC1 (1-methylpiperazine). Procedure: From 2-bromo-N-(4-methoxy-7-morpholin-4-yl-benzothiazol-2-yl)-isonicotinamide with cesium carbonate and 1-methylpiperazine. ES-MS m/e (%): 469 (M+H+, 100). The product is COC1=CC=C(C2=C1N=C(S2)NC(C2=CC(=NC=C2)N2CCN(CC2)C)=O)N2CCOCC2 (N-(4-Methoxy-7-morpholin-4-yl-benzothiazol-2-yl)-2-(4-methyl-piperazin-1-yl)-isonicotinamide). RXN SMILES: Br[C:2]1[CH:3]=[C:4]([CH:25]=[CH:26][N:27]=1)[C:5]([NH:7][C:8]1[S:9][C:10]2[C:16]([N:17]3[CH2:22][CH2:21][O:20][CH2:19][CH2:18]3)=[CH:15][CH:14]=[C:13]([O:23][CH3:24])[C:11]=2[N:12]=1)=[O:6].C(=O)([O-])[O-].[Cs+].[Cs+].[CH3:34][N:35]1[CH2:40][CH2:39][NH:38][CH2:37][CH2:36]1>>[CH3:24][O:23][C:13]1[C:11]2[N:12]=[C:8]([NH:7][C:5](=[O:6])[C:4]3[CH:25]=[CH:26][N:27]=[C:2]([N:38]4[CH2:39][CH2:40][N:35]([CH3:34])[CH2:36][CH2:37]4)[CH:3]=3)[S:9][C:10]=2[C:16]([N:17]2[CH2:22][CH2:21][O:20][CH2:19][CH2:18]2)=[CH:15][CH:14]=1 |f:1.2.3|.